From a dataset of the Open Reaction Database (ORD), a public repository of structured organic reaction records. describe an organic reaction: reactants, conditions, products, and yield Starting materials: C1(CC1)CN1C(=NC2=C1C=CC(=C2)S(=O)(=O)CC2CCN(CC2)C(=O)OC(C)(C)C)CC(C)(C)C (tert-butyl 4-((1-(cyclopropylmethyl)-2-neopentyl-1H-benzo[d]imidazol-5-ylsulfonyl)methyl)piperidine-1-carboxylate), Cl[Si](C)(C)C (chlorotrimethylsilane). The solvent is CO (methanol). Run at time 18 hour. Yields the product C1(CC1)CN1C(=NC2=C1C=CC(=C2)S(=O)(=O)CC2CCNCC2)CC(C)(C)C (1-(cyclopropylmethyl)-2-neopentyl-5-(piperidin-4-ylmethylsulfonyl)-1H-benzo[d]imidazole). The yield is 72.6%. RXN SMILES: [CH:1]1([CH2:4][N:5]2[C:9]3[CH:10]=[CH:11][C:12]([S:14]([CH2:17][CH:18]4[CH2:23][CH2:22][N:21](C(OC(C)(C)C)=O)[CH2:20][CH2:19]4)(=[O:16])=[O:15])=[CH:13][C:8]=3[N:7]=[C:6]2[CH2:31][C:32]([CH3:35])([CH3:34])[CH3:33])[CH2:3][CH2:2]1.Cl[Si](C)(C)C>CO>[CH:1]1([CH2:4][N:5]2[C:9]3[CH:10]=[CH:11][C:12]([S:14]([CH2:17][CH:18]4[CH2:19][CH2:20][NH:21][CH2:22][CH2:23]4)(=[O:15])=[O:16])=[CH:13][C:8]=3[N:7]=[C:6]2[CH2:31][C:32]([CH3:35])([CH3:34])[CH3:33])[CH2:2][CH2:3]1. Procedure details: To a solution of tert-butyl 4-((1-(cyclopropylmethyl)-2-neopentyl-1H-benzo[d]imidazol-5-ylsulfonyl)methyl)piperidine-1-carboxylate (STEP C, 1.39 g, 2.76 mmol) in methanol (15 mL) was added chlorotrimethylsilane (1.41 mL, 11.0 mmol). After stirring for 18 h, the mixture was concentrated in vacuo. The residue was diluted ethyl acetate and basified with saturated sodium bicarbonate aqueous solution. The aqueous layer was extracted with ethyl acetate and the combined organic layers were dried over s... Starting materials: C[C@]1(OC2=C(C(=C(C(=C2CC1)C)O)C)C)CCO ((R)-2,5,7,8-tetramethyl-6-hydroxy-2-(2-hydroxyethyl)-chroman), C(Cl)(Cl)Cl (chloroform). Yields the product C[C@]1(OC2=C(C(=C(C(=C2CC1)C)O)C)C)CCCl ((R)-2,5,7,8-tetramethyl-6-hydroxy-2-(2-chloroethyl)-chroman). RXN SMILES: [CH3:1][C@:2]1([CH2:16][CH2:17]O)[CH2:11][CH2:10][C:9]2[C:4](=[C:5]([CH3:15])[C:6]([CH3:14])=[C:7]([OH:13])[C:8]=2[CH3:12])[O:3]1.C(Cl)(Cl)[Cl:20]>>[CH3:1][C@:2]1([CH2:16][CH2:17][Cl:20])[CH2:11][CH2:10][C:9]2[C:4](=[C:5]([CH3:15])[C:6]([CH3:14])=[C:7]([OH:13])[C:8]=2[CH3:12])[O:3]1. Procedure: (R)-2,5,7,8-tetramethyl-6-hydroxy-2-(2-chloroethyl)-chroman was prepared from (R)-2,5,7,8-tetramethyl-6-hydroxy-2-(2-hydroxyethyl)-chroman by a procedure similar to that described in Example 10. [α]D20 =+9.0, (c=2, chloroform), mp.=111° C. Starting materials: CCn1cc(C(=O)O)c(=O)c2cc(F)c(Cl)nc21, CCO, CC(=O)O, N. Product: CCn1cc(C(=O)O)c(=O)c2cc(F)c(N)nc21. Reaction SMILES: [CH2:1]([CH3:2])[n:3]1[cH:4][c:5]([C:16](=[O:17])[OH:18])[c:6](=[O:15])[c:7]2[cH:8][c:9]([F:14])[c:10]([Cl:13])[n:11][c:12]12.[CH3:20][CH2:21][OH:22].[CH3:23][C:24](=[O:25])[OH:26].[NH3:19]>>[CH2:1]([CH3:2])[n:3]1[cH:4][c:5]([C:16](=[O:17])[OH:18])[c:6](=[O:15])[c:7]2[cH:8][c:9]([F:14])[c:10]([NH2:19])[n:11][c:12]12. Reactants: BrC1=CC(=CC=C1)CC (1-bromo-3-ethylbenzene), C(CCC)C(=C(CCCC)CCCC)[Sn] (tributylvinyltin), tetrakistriphenylphosphine palladium (0). The solvent is CN(C=O)C (N,N-dimethylformamide). Run at temperature 75 celsius. Yields the product C(C)C=1C=C(C=CC1)C=C (3-Ethyl-1-vinylbenzene). Isolated yield 65.4%. Reaction SMILES: BrC1C=CC=C(CC)C=1.[CH2:10]([C:14]([Sn])=[C:15]([CH2:20][CH2:21][CH2:22][CH3:23])[CH2:16][CH2:17][CH2:18]C)CCC>CN(C)C=O>[CH2:22]([C:21]1[CH:20]=[C:15]([CH:14]=[CH2:10])[CH:16]=[CH:17][CH:18]=1)[CH3:23] |^1:11|. Procedure: To a solution of 1-bromo-3-ethylbenzene (2.0 g, 10.8 mmol) in deoxygenated N,N-dimethylformamide (50 ml) under nitrogen was added tributylvinyltin (5.0 g, 16.2 mmol) and tetrakistriphenylphosphine palladium (0) (500 mg, 4 mol %) and the reaction mixture was heated to 75° C. for 7 h. The cooled reaction mixture was poured onto water (400 ml) and extracted with diethyl ether (5×200 ml). The combined extracts were dried (MgSO4), filtered and concentrated in vacuo to afford the crude product. This w... Reaction conditions: temperature 55 celsius, time 1 hour. Reaction SMILES: [Br:1][C:2]1[CH:10]=[CH:9][C:5]([C:6](O)=[O:7])=[C:4]([O:11][CH3:12])[CH:3]=1.CN(C=O)C.S(Cl)([Cl:20])=O>C(Cl)(Cl)Cl>[Br:1][C:2]1[CH:10]=[CH:9][C:5]([C:6]([Cl:20])=[O:7])=[C:4]([O:11][CH3:12])[CH:3]=1. Solvent: C(Cl)(Cl)Cl (CHCl3). The product is BrC1=CC(=C(C(=O)Cl)C=C1)OC (4-Bromo-2-methoxy-benzoyl chloride). Reactants: CN(C)C=O (DMF), S(=O)(Cl)Cl (thionyl chloride), BrC1=CC(=C(C(=O)O)C=C1)OC (4-bromo-2-methoxybenzoic acid). Reported procedure: To a suspension of 4-bromo-2-methoxybenzoic acid (2.5 g, 11.04 mmol) in CHCl3 (20 mL) was added DMF (catalytic) and thionyl chloride (1.6 mL, 22.08 mmol). The reaction was stirred at 55° C. for 1 hour and then concentrated to dryness to give the title compound. The reactants are CON(C([C@H](CCCC)NC(=O)OC(C)(C)C)=O)C (N-Methoxy-N-methyl 2(S)-(tert-butoxycarbonylamino) hexanamide), S(=O)(=O)(O)[O-].[K+] (potassium hydrogen sulfate), [H-].[Al+3].[Li+].[H-].[H-].[H-] (lithium aluminum hydride). The solvent is CCOCC (ether), O (water), CCOCC (ether). Conditions: temperature -45 celsius, time 1 hour. The product is C(C)(C)(C)OC(=O)N[C@H](C=O)CCCC (2(S)-(tert-Butoxycarbonylamino)hexanal). Reaction SMILES: [H-].[Al+3].[Li+].[H-].[H-].[H-].CON(C)[C:10](=[O:24])[C@@H:11]([NH:16][C:17]([O:19][C:20]([CH3:23])([CH3:22])[CH3:21])=[O:18])[CH2:12][CH2:13][CH2:14][CH3:15].S([O-])(O)(=O)=O.[K+]>CCOCC.O>[C:20]([O:19][C:17]([NH:16][C@@H:11]([CH2:12][CH2:13][CH2:14][CH3:15])[CH:10]=[O:24])=[O:18])([CH3:23])([CH3:22])[CH3:21] |f:0.1.2.3.4.5,7.8|. Procedure details: A mechanically stirred suspension of lithium aluminum hydride (5.00 g, 0.131 mol) in ether (250 mL) was cooled to -45° C. under nitrogen. A solution of the product from Step A (28.3 g, 0.103 mol) in ether (125 mL) was added, maintaining the temperature below -35° C. When the addition was complete, the reaction was warmed to 5° C., then recooled to -45° C. A solution of potassium hydrogen sulfate (27.3 g, 0.200 mol) in water was slowly added, maintaining the temperature below -5° C. After quenchi... Starting materials: ClC1=C(CNC=2C(C(C2OCC)=O)=O)C(=CC=C1)C (3-(2-chloro-6-methyl-benzylamino)-4-ethoxy-cyclobut-3-ene-1,2-dione), ClCCl (dichloromethane), C(C)(C)(C)N (t-butylamine). Reaction conditions: time 6 day. Product: C(C)(C)(C)NC=1C(C(C1NCC1=C(C=CC=C1C)Cl)=O)=O (3-tert-Butylamino-4-(2-chloro-6-methyl-benzylamino)-cyclobut-3-ene-1,2-dion). Reaction SMILES: [Cl:1][C:2]1[CH:18]=[CH:17][CH:16]=[C:15]([CH3:19])[C:3]=1[CH2:4][NH:5][C:6]1[C:7](=O)[C:8](=[O:13])[C:9]=1[O:10]CC.ClCCl.[C:23]([NH2:27])([CH3:26])([CH3:25])[CH3:24]>>[C:23]([NH:27][C:7]1[C:8](=[O:13])[C:9](=[O:10])[C:6]=1[NH:5][CH2:4][C:3]1[C:15]([CH3:19])=[CH:16][CH:17]=[CH:18][C:2]=1[Cl:1])([CH3:26])([CH3:25])[CH3:24]. Reported procedure: A mixture of 3,4-diethoxy-3-cyclobutene-1,2-dione (5 g, 29 mmol) and 2-chloro-6-methylbenzylamine (4.57 g, 29 mmol) in absolute ethanol (147 mL) was allowed to stand at room temperature for 4 days. The reaction mixture was concentrated under reduced pressure and suspended in dichloromethane (200 mL). The slurry was stirred at room temperature for 18 hours, filtered, rinsed with dichloromethane, and concentrated under reduced pressure to give 6.42 g (78%) of a solid. A portion of this solid, 3-(2... The reactants are OC1=C2C=CNC2=CC=C1 (4-hydroxyindole), BrCCCCCBr (1,5-dibromo-pentane), C([O-])([O-])=O.[K+].[K+] (potassium carbonate). Solvent: CN1C(CCC1)=O (N-methylpyrrolidinone). Conditions: temperature 90 celsius, time 4 hour. Product: BrCCCCCOC1=C2C=CNC2=CC=C1 (4-(5-bromo-pentyloxy)-1H-indole). Isolated yield 66.0%. As a reaction SMILES: [OH:1][C:2]1[CH:10]=[CH:9][CH:8]=[C:7]2[C:3]=1[CH:4]=[CH:5][NH:6]2.[Br:11][CH2:12][CH2:13][CH2:14][CH2:15][CH2:16]Br.C(=O)([O-])[O-].[K+].[K+]>CN1CCCC1=O>[Br:11][CH2:12][CH2:13][CH2:14][CH2:15][CH2:16][O:1][C:2]1[CH:10]=[CH:9][CH:8]=[C:7]2[C:3]=1[CH:4]=[CH:5][NH:6]2 |f:2.3.4|. Reported procedure: To a stirred suspension of 4-hydroxyindole (10.0 g, 75.2 mmol) and 1,5-dibromo-pentane (26.0 g, 112.8 mmol) in N-methylpyrrolidinone (100 mL) was added potassium carbonate (16.0 g, 112.8 mmol). The resulting mixture was stirred at 90° C. for 4 hours and then quenched with water (30 mL) followed by extraction with ethyl acetate (30 mL×3). The organic layers were combined, washed with brine, and then concentrated under vacuum. The resulting residue was purified by silica gel chromotography to give...